This data is from the Open Reaction Database (ORD), a public repository of structured organic reaction records. The task is: describe an organic reaction: reactants, conditions, products, and yield Reactants: C1(=CC=C(C=C1)S(=O)(=O)OC[C@H]1COC=2C(=C3CC(NC3=CC2)=O)O1)C ((R)-2-(Toluene-4-sulfonyloxymethyl)-2,3,8,9-tetrahydro-7H-1,4-dioxino[2,3-e]indol-8-one), COC1=CC=C(CN)C=C1 (4-methoxybenzylamine), O (water). Run in CS(=O)C (DMSO). Reaction conditions: temperature 85 celsius. The product is COC1=CC=C(CNCC2COC=3C(=C4CC(NC4=CC3)=O)O2)C=C1 (2-[(4-Methoxy-benzylamino)-methyl]-2,3,8,9-tetrahydro-7H-1,4-dioxino[2,3-e]indol-8-one). Isolated yield 56.3%. RXN SMILES: C1(C)C=CC(S(O[CH2:11][C@@H:12]2[O:25][C:16]3=[C:17]4[C:21](=[CH:22][CH:23]=[C:15]3[O:14][CH2:13]2)[NH:20][C:19](=[O:24])[CH2:18]4)(=O)=O)=CC=1.[CH3:27][O:28][C:29]1[CH:36]=[CH:35][C:32]([CH2:33][NH2:34])=[CH:31][CH:30]=1.O>CS(C)=O>[CH3:27][O:28][C:29]1[CH:36]=[CH:35][C:32]([CH2:33][NH:34][CH2:11][CH:12]2[O:25][C:16]3=[C:17]4[C:21](=[CH:22][CH:23]=[C:15]3[O:14][CH2:13]2)[NH:20][C:19](=[O:24])[CH2:18]4)=[CH:31][CH:30]=1. Procedure details: (R)-2-(Toluene-4-sulfonyloxymethyl)-2,3,8,9-tetrahydro-7H-1,4-dioxino[2,3-e]indol-8-one (1.00 g, 2.66 mmole) and 4-methoxybenzylamine (1,40 ml, 10.7 mmole) were combined in 10 ml of dry DMSO and heated to 85° C. for 3.5 hours under a nitrogen atmosphere. After cooling to room temperature, 150 ml of water was added and the mixture was extracted twice with 250 ml portions of 35% ethyl acetate in hexane. The combined organic phases were washed with brine, dried over MgSO4, filtered and concentrated... Reactants: C(C)OC1=CC(=C(N)C=C1)[N+](=O)[O-] (4-ethoxy-2-nitroaniline). Reagents/catalysts: [Pd] (Pd/C). The solvent is C1CCOC1.CCO (THF EtOH). Conditions: time 3 hour. Yields the product C(C)OC=1C=C(C(=CC1)N)N (4-ethoxybenzene-1,2-diamine). Reaction SMILES: [CH2:1]([O:3][C:4]1[CH:10]=[CH:9][C:7]([NH2:8])=[C:6]([N+:11]([O-])=O)[CH:5]=1)[CH3:2]>[Pd].C1COCC1.CCO>[CH2:1]([O:3][C:4]1[CH:5]=[C:6]([NH2:11])[C:7]([NH2:8])=[CH:9][CH:10]=1)[CH3:2] |f:2.3|. Procedure: To a mixture of 4-ethoxy-2-nitroaniline (963 mg) and THF/EtOH (1/1, 10 mL) was added 10% Pd/C (281 mg), followed by stirring at room temperature for 3 hours under a hydrogen atmosphere. The reaction mixture was filtered and the filtrate was concentrated under reduced pressure to obtain 4-ethoxybenzene-1,2-diamine. The reactants are CC(C)(C)OC(=O)CBr, O=C(CCCCOCc1ccccc1)N1C(=O)OCC1Cc1ccccc1, CCNCCN(CC)CC, CN([SiH](C)C)[Si](C)(C)C, CCCCCC, [Na], C1CCOC1, O. Yields the product CC(C)(C)OC(=O)CC(CCCOCc1ccccc1)C(=O)N1C(=O)OCC1Cc1ccccc1. Reaction SMILES: [Br:38][CH2:39][C:40](=[O:41])[O:42][C:43]([CH3:44])([CH3:45])[CH3:46].[CH2:1]([c:2]1[cH:3][cH:4][cH:5][cH:6][cH:7]1)[CH:8]1[N:9]([C:14]([CH2:15][CH2:16][CH2:17][CH2:18][O:19][CH2:20][c:21]2[cH:22][cH:23][cH:24][cH:25][cH:26]2)=[O:27])[C:10](=[O:13])[O:11][CH2:12]1.[CH2:47]([N:48]([CH2:49][CH3:50])[CH2:51][CH2:52][NH:53][CH2:54][CH3:55])[CH3:56].[CH3:28][SiH:29]([CH3:30])[N:31]([CH3:32])[Si:33]([CH3:34])([CH3:35])[CH3:36].[CH3:62][CH2:63][CH2:64][CH2:65][CH2:66][CH3:67].[Na:37].[O:57]1[CH2:58][CH2:59][CH2:60][CH2:61]1.[OH2:68]>>[CH2:1]([c:2]1[cH:3][cH:4][cH:5][cH:6][cH:7]1)[CH:8]1[N:9]([C:14]([CH:15]([CH2:16][CH2:17][CH2:18][O:19][CH2:20][c:21]2[cH:22][cH:23][cH:24][cH:25][cH:26]2)[CH2:39][C:40](=[O:41])[O:42][C:43]([CH3:44])([CH3:45])[CH3:46])=[O:27])[C:10](=[O:13])[O:11][CH2:12]1. Reactants: COC(=O)Cn1ccc(NC(=O)c2ccc(OC)cc2)nc1=O, [Na+], [OH-], O. Product: COc1ccc(C(=O)Nc2ccn(CC(=O)O)c(=O)n2)cc1. As a reaction SMILES: [CH3:1][O:2][c:3]1[cH:4][cH:5][c:6]([C:7](=[O:8])[NH:9][c:10]2[n:11][c:12](=[O:21])[n:13]([CH2:16][C:17](=[O:18])[O:19][CH3:20])[cH:14][cH:15]2)[cH:22][cH:23]1.[Na+:25].[OH-:24].[OH2:26]>>[CH3:1][O:2][c:3]1[cH:4][cH:5][c:6]([C:7](=[O:8])[NH:9][c:10]2[n:11][c:12](=[O:21])[n:13]([CH2:16][C:17](=[O:18])[OH:19])[cH:14][cH:15]2)[cH:22][cH:23]1. Reactants: C1(CCCC1)CC=1C=C(C=CC1OC)C1CCN(CC1)C(C(=O)O)=O (2-[4-(3-cyclopentylmethyl-4-methoxyphenyl)piperidin-1-yl]-2-oxo-acetic acid), C(C(=O)Cl)(=O)Cl (oxalyl chloride), N.CC#N (NH3 CH3CN). The reagents and catalysts are CN(C)C=O (DMF). Solvent: C1(=CC=CC=C1)C (toluene). Yields the product C1(CCCC1)CC=1C=C(C=CC1OC)C1CCN(CC1)C(C(=O)N)=O (2-[4-(3-cyclopentylmethyl-4-methoxyphenyl)piperidin-1-yl]-2-oxo-acetamide). As a reaction SMILES: [CH:1]1([CH2:6][C:7]2[CH:8]=[C:9]([CH:15]3[CH2:20][CH2:19][N:18]([C:21](=[O:25])[C:22]([OH:24])=O)[CH2:17][CH2:16]3)[CH:10]=[CH:11][C:12]=2[O:13][CH3:14])[CH2:5][CH2:4][CH2:3][CH2:2]1.C(Cl)(=O)C(Cl)=O.N.CC#[N:35]>CN(C=O)C.C1(C)C=CC=CC=1>[CH:1]1([CH2:6][C:7]2[CH:8]=[C:9]([CH:15]3[CH2:20][CH2:19][N:18]([C:21](=[O:25])[C:22]([NH2:35])=[O:24])[CH2:17][CH2:16]3)[CH:10]=[CH:11][C:12]=2[O:13][CH3:14])[CH2:2][CH2:3][CH2:4][CH2:5]1 |f:2.3|. Reported procedure: Following the procedure of Example 9, 2-[4-(3-cyclopentylmethyl-4-methoxyphenyl)piperidin-1-yl]-2-oxo-acetic acid (2.2 mmol, 0.750 g), oxalyl chloride (2.42 mmol, 1.21 mL; 2M solution in CH2Cl2), DMF (4 drops), and saturated NH3 /CH3CN (22 mL) in dry toluene (22 mL) afforded a solid which was purified by flash chromatography (SiO2 : 40% EtOAc/hexane) to give the title compound as a white solid, mp=117°-118° C. (1.1 mmol, 0.388 g, 51%). Starting materials: C(C)(C)(C)OC(=O)N1[C@H](C(=O)NCC(=O)OCCCCCCCCCCCCCC)CCC1 (tetradecyl N-(tert-butyloxycarbonyl)-L-prolyl-glycinate). Solvent: FC(C(=O)O)(F)F (trifluoroacetic acid), C1(=CC=CC=C1)C (toluene). Reaction conditions: time 2 hour. The product is N1[C@H](C(=O)NCC(=O)OCCCCCCCCCCCCCC)CCC1 (tetradecyl L-prolyl-glycinate). The yield is 97.0%. Reaction SMILES: C(OC([N:8]1[CH2:33][CH2:32][CH2:31][C@H:9]1[C:10]([NH:12][CH2:13][C:14]([O:16][CH2:17][CH2:18][CH2:19][CH2:20][CH2:21][CH2:22][CH2:23][CH2:24][CH2:25][CH2:26][CH2:27][CH2:28][CH2:29][CH3:30])=[O:15])=[O:11])=O)(C)(C)C>FC(F)(F)C(O)=O.C1(C)C=CC=CC=1>[NH:8]1[CH2:33][CH2:32][CH2:31][C@H:9]1[C:10]([NH:12][CH2:13][C:14]([O:16][CH2:17][CH2:18][CH2:19][CH2:20][CH2:21][CH2:22][CH2:23][CH2:24][CH2:25][CH2:26][CH2:27][CH2:28][CH2:29][CH3:30])=[O:15])=[O:11]. Reported procedure: A suspension of the compound (9) (1.47 g, 3.02 mmol) in trifluoroacetic acid (14 ml) was stirred for 2 h under ice-cooling. The reaction mixture was diluted with toluene and the resulting mixture was concentrated in vacuo. The residue was partitioned between ethyl acetate and sodium hydrogencarbonate aq. The organic layer was washed with water and concentrated in vacuo to give 1.08 g of tetradecyl L-prolyl-glycinate (10) as powder. Starting materials: Cl.C1(=CC=CC=C1)C=1CCNCC1 (4-Phenyl-1,2,3,6-tetrahydropyridine hydrochloride), O (water), BrCCCCN1C(CCCC1=O)=O (N-(4-bromobutyl)glutarimide), C([O-])([O-])=O.[Na+].[Na+] (sodium carbonate). The solvent is C1(=CC=CC=C1)C (toluene). Conditions: temperature 25 celsius, time 15 minute. Product: Cl.C1(=CC=CC=C1)C=1CCN(CC1)CCCCNC(CCCC(=O)O)=O (5-[[4-(3,6-dihydro-4-phenyl-1(2H)-pyridinyl)butyl]amino]-5-oxopentanoic acid, hydrochloride). Yield: 37.3%. As a reaction SMILES: [ClH:1].[C:2]1([C:8]2[CH2:9][CH2:10][NH:11][CH2:12][CH:13]=2)[CH:7]=[CH:6][CH:5]=[CH:4][CH:3]=1.Br[CH2:15][CH2:16][CH2:17][CH2:18][N:19]1[C:24](=[O:25])[CH2:23][CH2:22][CH2:21][C:20]1=[O:26].C(=O)([O-])[O-:28].[Na+].[Na+].O>C1(C)C=CC=CC=1>[ClH:1].[C:2]1([C:8]2[CH2:13][CH2:12][N:11]([CH2:15][CH2:16][CH2:17][CH2:18][NH:19][C:24](=[O:25])[CH2:23][CH2:22][CH2:21][C:20]([OH:26])=[O:28])[CH2:10][CH:9]=2)[CH:7]=[CH:6][CH:5]=[CH:4][CH:3]=1 |f:0.1,3.4.5,8.9|. Procedure: 4-Phenyl-1,2,3,6-tetrahydropyridine hydrochloride (10 g) is converted to its free base and combined with 11.0 g of N-(4-bromobutyl)glutarimide and 18 g of sodium carbonate in 200 ml of toluene. The mixture is refluxed for 5 hours, cooled to 25°C and 50 ml of water is added. After stirring for 15 minutes, the layers are separated and the organic layer is filtered through fritted glass to remove insoluble material and then extracted with 10% hydrochloric acid. The acid solution is allowed to stand... Reactants: BrC=1C=CC(=NC1)F (5-bromo-2-fluoro-pyridine), C(C)(C)(C)OC(N[C@H]1CNCC1)=O ((R)-pyrrolidin-3-yl-carbamic acid tert-butyl ester). Product: C(C)(C)(C)OC(N[C@H]1CN(CC1)C1=NC=C(C=C1)Br)=O ([(R)-1-(5-Bromo-pyridin-2-yl)-pyrrolidin-3-yl]-carbamic acid tert-butyl ester). Isolated yield 30.9%. Reaction SMILES: [Br:1][C:2]1[CH:3]=[CH:4][C:5](F)=[N:6][CH:7]=1.[C:9]([O:13][C:14](=[O:21])[NH:15][C@@H:16]1[CH2:20][CH2:19][NH:18][CH2:17]1)([CH3:12])([CH3:11])[CH3:10]>>[C:9]([O:13][C:14](=[O:21])[NH:15][C@@H:16]1[CH2:20][CH2:19][N:18]([C:5]2[CH:4]=[CH:3][C:2]([Br:1])=[CH:7][N:6]=2)[CH2:17]1)([CH3:12])([CH3:10])[CH3:11]. Procedure details: Prepare the title compound by essentially following the procedure as described for Preparation 49, using 5-bromo-2-fluoro-pyridine (6.26 g, 35.61 mmol), and (R)-pyrrolidin-3-yl-carbamic acid tert-butyl ester (6.632 g, 35.61 mmol) to give 3.77 g (30%) of the title compound. LC-MS/ES m/z (81Br) 344.3 [M+H]+.